From a dataset of the Open Reaction Database (ORD), a public repository of structured organic reaction records. describe an organic reaction: reactants, conditions, products, and yield Reactants: Br, CC(=O)O, CCOC(C)=O, COc1cccc2c1CC(O)(C1CC1)c1cccnc1O2, [Na+], [OH-], O. The product is COc1cccc2c1CC(=CCCBr)c1cccnc1O2. RXN SMILES: [BrH:22].[CH3:26][C:27](=[O:28])[OH:29].[CH3:30][CH2:31][O:32][C:33](=[O:34])[CH3:35].[CH:1]1([C:4]2([OH:21])[CH2:5][c:6]3[c:7]([cH:15][cH:16][cH:17][c:18]3[O:19][CH3:20])[O:8][c:9]3[n:10][cH:11][cH:12][cH:13][c:14]32)[CH2:2][CH2:3]1.[Na+:25].[OH-:24].[OH2:23]>>[CH:1]([CH2:2][CH2:3][Br:22])=[C:4]1[CH2:5][c:6]2[c:7]([cH:15][cH:16][cH:17][c:18]2[O:19][CH3:20])[O:8][c:9]2[n:10][cH:11][cH:12][cH:13][c:14]21. The reactants are Cl.COC(=O)C1CN=CNC1 (1,4,5,6-Tetrahydro-5-methoxycarbonylpyrimidine hydrochloride), N12CCCCCC2=NCCC1 (1,8 diazabicyclo [5.4.0] undec-7ene), C(C1=CC=CC=C1)(C1=CC=CC=C1)(C1=CC=CC=C1)Cl (tritylchloride). Run in CN(C)C=O (DMF). The product is C1(=CC=CC=C1)C(N1C=NCC(C1)C(=O)OC)(C1=CC=CC=C1)C1=CC=CC=C1 (1-Triphenylmethyl-1,4,5,6-tetrahydro-5-methoxycarbonylpyrimidine). Reaction SMILES: Cl.[CH3:2][O:3][C:4]([CH:6]1[CH2:11][NH:10][CH:9]=[N:8][CH2:7]1)=[O:5].N12CCCN=C1CCCCC2.[C:23](Cl)([C:36]1[CH:41]=[CH:40][CH:39]=[CH:38][CH:37]=1)([C:30]1[CH:35]=[CH:34][CH:33]=[CH:32][CH:31]=1)[C:24]1[CH:29]=[CH:28][CH:27]=[CH:26][CH:25]=1>CN(C=O)C>[C:24]1([C:23]([C:30]2[CH:31]=[CH:32][CH:33]=[CH:34][CH:35]=2)([C:36]2[CH:37]=[CH:38][CH:39]=[CH:40][CH:41]=2)[N:8]2[CH2:7][CH:6]([C:4]([O:3][CH3:2])=[O:5])[CH2:11][N:10]=[CH:9]2)[CH:25]=[CH:26][CH:27]=[CH:28][CH:29]=1 |f:0.1|. Procedure: 1,4,5,6-Tetrahydro-5-methoxycarbonylpyrimidine hydrochloride (1.49 g, 8.3 mmol) , 1,8 diazabicyclo [5.4.0] undec-7ene, (hereinafter diazabicycloundecene and/or DBU), (2.5 mL, 16.6 mmol), and tritylchloride (2.32 g, 8.3 mmol) were suspended in anhydrous DMF (20 ml) with stirring under nitrogen at room temperature. After 18 hours stirring the suspension was evaporated in vacuo and the residue chromatographed (silica, chloroform/methanol, 9:1) to yield 2.28 g (rf=0.15, 71%)white crystalline solid i... The reactants are (R)-fenchol, N([C@@H](C)C(=O)O)C(=O)OC(C)(C)C (BOC-Ala-OH). Reagents/catalysts: CN(C)C=1C=CN=CC1 (DMAP). Solvent: ClCCl (dichloromethane). Run at time 8 hour. Product: C(=O)(OC(C)(C)C)N[C@H](C)C(=O)O (N-BOC-D-alanine). Yield: 30.0%. Reaction SMILES: [NH:1]([C:7]([O:9][C:10]([CH3:13])([CH3:12])[CH3:11])=[O:8])[C@H:2]([C:4]([OH:6])=[O:5])[CH3:3]>CN(C1C=CN=CC=1)C.ClCCl>[C:7]([NH:1][C@@H:2]([C:4]([OH:6])=[O:5])[CH3:3])([O:9][C:10]([CH3:13])([CH3:11])[CH3:12])=[O:8]. Reported procedure: 0.6 g of (R)-fenchol, 0.14 g of DMAP and 1.0 g of BOC-Ala-OH were dissolved in 30 mL of dichloromethane at 0° C. 2.0 g of EDIC were added and the reaction was allowed to warm to room temperature and stirred overnight. The reaction mixture was extracted with dichloromethane versus water. The organic layer was washed with 1N HCl, NaHCO3 and brine, dried over MgSO4 and concentrated. The crude product was purified using column chromatography, to give 0.3 g of colorless oil (24%). Starting materials: CCC(=O)NC=1SC(=CC1C(C1=C(C=CC=C1)Cl)=O)CC (2-(N-methylacetylamino)-3-(o-chlorobenzoyl)-5-ethylthiophene), [OH-].[K+] (potassium hydroxide). Run in C(C)O (ethanol), O (water), C(Cl)(Cl)Cl (chloroform). Reaction conditions: temperature 95 celsius. Yields the product CNC=1SC(=CC1C(C1=C(C=CC=C1)Cl)=O)CC (2-(N-methylamino)-3-(o-chlorobenzoyl)-5-ethylthiophene). Yield: 67.5%. As a reaction SMILES: CC[C:3]([NH:5][C:6]1[S:7][C:8]([CH2:20][CH3:21])=[CH:9][C:10]=1[C:11](=[O:19])[C:12]1[CH:17]=[CH:16][CH:15]=[CH:14][C:13]=1[Cl:18])=O.[OH-].[K+]>C(O)C.O.C(Cl)(Cl)Cl>[CH3:3][NH:5][C:6]1[S:7][C:8]([CH2:20][CH3:21])=[CH:9][C:10]=1[C:11](=[O:19])[C:12]1[CH:17]=[CH:16][CH:15]=[CH:14][C:13]=1[Cl:18] |f:1.2|. Procedure details: To a solution of 26.0 g of 2-(N-methylacetylamino)-3-(o-chlorobenzoyl)-5-ethylthiophene in 520 ml of ethanol, is added 5.85 g of potassium hydroxide in 164 ml of water. The mixture is heated at 95°C for 1 hour, then evaporated under reduced pressure to a residue. Water is added to the residue and extracted with dichloromethane. The dichloromethane extracts are washed with water, dried over sodium sulfate, then evaporated under reduced pressure to give crystals, which are chloromatographed on sil...